From a dataset of the Open Reaction Database (ORD), a public repository of structured organic reaction records. describe an organic reaction: reactants, conditions, products, and yield Starting materials: C1=C(C=CC=2CCCCC12)C(C)=O (1-(5,6,7,8-tetrahydronaphthalen-2-yl)ethanone), [Br-].[Br-].[Br-].C1(=CC=CC=C1)[N+](C)(C)C.C1(=CC=CC=C1)[N+](C)(C)C.C1(=CC=CC=C1)[N+](C)(C)C (phenyltrimethylammonium tribromide). Solvent: C1CCOC1 (THF). Reaction conditions: time 15 hour. Yields the product BrCC(=O)C1=CC=2CCCCC2C=C1 (2-bromo-1-(5,6,7,8-tetrahydronaphthalen-2-yl)ethanone). As a reaction SMILES: [CH:1]1[C:10]2[CH2:9][CH2:8][CH2:7][CH2:6][C:5]=2[CH:4]=[CH:3][C:2]=1[C:11](=[O:13])[CH3:12].[Br-:14].[Br-].[Br-].C1([N+](C)(C)C)C=CC=CC=1.C1([N+](C)(C)C)C=CC=CC=1.C1([N+](C)(C)C)C=CC=CC=1>C1COCC1>[Br:14][CH2:12][C:11]([C:2]1[CH:3]=[CH:4][C:5]2[CH2:6][CH2:7][CH2:8][CH2:9][C:10]=2[CH:1]=1)=[O:13] |f:1.2.3.4.5.6|. Reported procedure: 25 g (143 mmol) of 1-(5,6,7,8-tetrahydronaphthalen-2-yl)ethanone were dissolved in 750 ml of THF, 64.7 g (172 mmol) of phenyltrimethylammonium tribromide were added, and the mixture was stirred at room temperature for 15 h. The resultant precipitate was filtered, and the filtrate was evaporated to dryness. The residue was taken up in ethyl acetate, washed with 2× sat. sodium hydrogencarbonate solution and 1× sat. sodium chloride solution, the organic phase was dried over sodium sulfate and evapo...